This data is from the Open Reaction Database (ORD), a public repository of structured organic reaction records. The task is: describe an organic reaction: reactants, conditions, products, and yield Starting materials: NC1=C(NC2=CC(=CC=C12)Cl)C(C1=CC(=CC=C1)C)=O (3-amino-6-chloro-2-(3-methylbenzoyl)indole), COCC(=O)Cl (methoxyacetyl chloride). Yields the product ClC1=CC=C2C(=C(NC2=C1)C(C1=CC(=CC=C1)C)=O)NC(COC)=O (6-Chloro-3-(methoxyacetylamino)-2-(3-methylbenzoyl)indole). As a reaction SMILES: [NH2:1][C:2]1[C:10]2[C:5](=[CH:6][C:7]([Cl:11])=[CH:8][CH:9]=2)[NH:4][C:3]=1[C:12](=[O:20])[C:13]1[CH:18]=[CH:17][CH:16]=[C:15]([CH3:19])[CH:14]=1.[CH3:21][O:22][CH2:23][C:24](Cl)=[O:25]>>[Cl:11][C:7]1[CH:6]=[C:5]2[C:10]([C:2]([NH:1][C:24](=[O:25])[CH2:23][O:22][CH3:21])=[C:3]([C:12](=[O:20])[C:13]3[CH:18]=[CH:17][CH:16]=[C:15]([CH3:19])[CH:14]=3)[NH:4]2)=[CH:9][CH:8]=1. Procedure details: The title compound was prepared according to the procedure described in Example 19 employing 3-amino-6-chloro-2-(3-methylbenzoyl)indole (Example 21) and methoxyacetyl chloride. m.p.: 155-157° C. Starting materials: O=C(c1ccncc1)c1cc(Cl)ccc1NS(=O)(=O)c1ccc(Br)cc1, [K+], [K+], [K+], C1COCCO1, O=P([O-])([O-])[O-], O=S1(=O)CCNCC1. Yields the product O=C(c1ccncc1)c1cc(Cl)ccc1NS(=O)(=O)c1ccc(N2CCS(=O)(=O)CC2)cc1. As a reaction SMILES: [Br:1][c:2]1[cH:3][cH:4][c:5]([S:8](=[O:9])(=[O:10])[NH:11][c:12]2[c:13]([C:19](=[O:20])[c:21]3[cH:22][cH:23][n:24][cH:25][cH:26]3)[cH:14][c:15]([Cl:18])[cH:16][cH:17]2)[cH:6][cH:7]1.[K+:32].[K+:33].[K+:34].[O:43]1[CH2:44][CH2:45][O:46][CH2:47][CH2:48]1.[P:27]([O-:28])([O-:29])([O-:30])=[O:31].[S:35]1(=[O:41])(=[O:42])[CH2:36][CH2:37][NH:38][CH2:39][CH2:40]1>>[c:2]1([N:38]2[CH2:37][CH2:36][S:35](=[O:41])(=[O:42])[CH2:40][CH2:39]2)[cH:3][cH:4][c:5]([S:8](=[O:9])(=[O:10])[NH:11][c:12]2[c:13]([C:19](=[O:20])[c:21]3[cH:22][cH:23][n:24][cH:25][cH:26]3)[cH:14][c:15]([Cl:18])[cH:16][cH:17]2)[cH:6][cH:7]1. Starting materials: Example 1(c), C(C(C)C)N (isobutylamine), ClC=1C=C(OC2=C(C(=O)Cl)C=CC=N2)C=CC1 (2-(3-chlorophenoxy)nicotinoyl chloride). The solvent is C1(=CC=CC=C1)C (toluene). Product: ClC=1C=C(OC2=C(C(=O)NCC(C)C)C=CC=N2)C=CC1 (2-(3-chlorophenoxy)N-isobutylnicotinamide). Reaction SMILES: [CH2:1]([NH2:5])[CH:2]([CH3:4])[CH3:3].[Cl:6][C:7]1[CH:8]=[C:9]([CH:20]=[CH:21][CH:22]=1)[O:10][C:11]1[N:19]=[CH:18][CH:17]=[CH:16][C:12]=1[C:13](Cl)=[O:14]>C1(C)C=CC=CC=1>[Cl:6][C:7]1[CH:8]=[C:9]([CH:20]=[CH:21][CH:22]=1)[O:10][C:11]1[N:19]=[CH:18][CH:17]=[CH:16][C:12]=1[C:13]([NH:5][CH2:1][CH:2]([CH3:4])[CH3:3])=[O:14]. Reported procedure: In the same manner as in Example 1(c) 1.4 grams (0.02 mole) isobutylamine and 2.7 grams (0.01 mole) of the acyl chloride produced in step (b) were combined in 50 milliliters toluene to yield 2.8 grams (92.1% of theoretical yield) of the desired product, m.p. 86°-87° C. The structure was confirmed by mass spectrometry. Starting materials: CN(C)C=O, ClCCl, Nc1nc(C(=O)C(=O)O)cs1, CCC(ON)C(=O)OC(c1ccccc1)c1ccccc1. Product: CCC(ON=C(C(=O)O)c1csc(N)n1)C(=O)OC(c1ccccc1)c1ccccc1. Reaction SMILES: [CH3:33][N:34]([CH3:35])[CH:36]=[O:37].[Cl:38][CH2:39][Cl:40].[NH2:22][c:23]1[s:24][cH:25][c:26]([C:28]([C:29](=[O:30])[OH:31])=[O:32])[n:27]1.[c:1]1([CH:7]([O:8][C:9](=[O:10])[CH:11]([CH2:12][CH3:13])[O:14][NH2:15])[c:16]2[cH:17][cH:18][cH:19][cH:20][cH:21]2)[cH:2][cH:3][cH:4][cH:5][cH:6]1>>[c:1]1([CH:7]([O:8][C:9](=[O:10])[CH:11]([CH2:12][CH3:13])[O:14][N:15]=[C:28]([c:26]2[cH:25][s:24][c:23]([NH2:22])[n:27]2)[C:29](=[O:30])[OH:31])[c:16]2[cH:17][cH:18][cH:19][cH:20][cH:21]2)[cH:2][cH:3][cH:4][cH:5][cH:6]1. The reactants are O=C([O-])[O-], CI, [K+], [K+], O=c1cc(C(F)(F)F)[nH]c(=O)n1-c1ccc([N+](=O)[O-])cc1, O. The product is Cn1c(C(F)(F)F)cc(=O)n(-c2ccc([N+](=O)[O-])cc2)c1=O. As a reaction SMILES: [C:24](=[O:25])([O-:26])[O-:27].[CH3:22][I:23].[K+:28].[K+:29].[N+:1](=[O:2])([O-:3])[c:4]1[cH:5][cH:6][c:7](-[n:10]2[c:11](=[O:21])[nH:12][c:13]([C:17]([F:18])([F:19])[F:20])[cH:14][c:15]2=[O:16])[cH:8][cH:9]1.[OH2:30]>>[N+:1](=[O:2])([O-:3])[c:4]1[cH:5][cH:6][c:7](-[n:10]2[c:11](=[O:21])[n:12]([CH3:24])[c:13]([C:17]([F:18])([F:19])[F:20])[cH:14][c:15]2=[O:16])[cH:8][cH:9]1. The product is C(#N)C=1C=C2C(=C(NC2=CC1)C1=CC(=C(C(=C1)C)O)C)C (5-cyano-2-(4-hydroxy-3,5-dimethylphenyl)-3-methylindole). Run in C(C)(=O)OCC (ethyl acetate). RXN SMILES: Br[C:2]1[CH:3]=[C:4]2[C:8](=[CH:9][CH:10]=1)[NH:7][C:6]([C:11]1[CH:16]=[C:15]([CH3:17])[C:14]([OH:18])=[C:13]([CH3:19])[CH:12]=1)=[C:5]2[CH3:20].[Cu](C#N)[C:22]#[N:23].CN1CCCC1=O>C(OCC)(=O)C>[C:22]([C:2]1[CH:3]=[C:4]2[C:8](=[CH:9][CH:10]=1)[NH:7][C:6]([C:11]1[CH:16]=[C:15]([CH3:17])[C:14]([OH:18])=[C:13]([CH3:19])[CH:12]=1)=[C:5]2[CH3:20])#[N:23]. The reactants are BrC=1C=C2C(=C(NC2=CC1)C1=CC(=C(C(=C1)C)O)C)C (5-bromo-2-(4-hydroxy-3,5-dimethylphenyl)-3-methylindole), [Cu](C#N)C#N (copper cyanide), CN1C(CCC1)=O (N-methylpyrrolidone). Procedure: 1.32 g of 5-bromo-2-(4-hydroxy-3,5-dimethylphenyl)-3-methylindole and 0.54 g of copper cyanide were added to 10 ml of N-methylpyrrolidone, and the mixture was refluxed for 4 hours. To the reaction mixture was added ethyl acetate, and the mixture was washed with 20% aqueous ammonia solution and water, and dried. The solvent was evaporated, and the residue was purified by silica gel column chromatography. Recrystallization of the crude product from ether-petroleum ether gave 5-cyano-2-(4-hydroxy-3...